This data is from the Open Reaction Database (ORD), a public repository of structured organic reaction records. The task is: describe an organic reaction: reactants, conditions, products, and yield The reactants are CC(=O)C1=CC=CC2=CC=CC=C21 (1-acetonaphthone), CC(C)([O-])C.[K+] (potassium t-butoxide). Reagents/catalysts: C1=CC=C(C=C1)P(C2=CC=CC=C2)C3=CC=CC=C3.C1=CC=C(C=C1)P(C2=CC=CC=C2)C3=CC=CC=C3.C1=CC=C(C=C1)P(C2=CC=CC=C2)C3=CC=CC=C3.[Cl-].[Cl-].[Ru+2] (Tris(triphenylphosphine)ruthenium(II) chloride), [Fe] (Fe). Run in O1CCOCC1 (1,4-dioxane), O1CCOCC1 (1,4-dioxane), O1CCOCC1 (1,4-dioxane). Reaction conditions: temperature 105 celsius, time 2 hour. The product is C1(=CC=CC2=CC=CC=C12)C(C)O (1-(1-naphthyl)ethanol). RXN SMILES: [CH3:1][C:2]([C:4]1[C:13]2[C:8](=[CH:9][CH:10]=[CH:11][CH:12]=2)[CH:7]=[CH:6][CH:5]=1)=[O:3].CC(C)([O-])C.[K+]>O1CCOCC1.C1C=CC(P(C2C=CC=CC=2)C2C=CC=CC=2)=CC=1.C1C=CC(P(C2C=CC=CC=2)C2C=CC=CC=2)=CC=1.C1C=CC(P(C2C=CC=CC=2)C2C=CC=CC=2)=CC=1.[Cl-].[Cl-].[Ru+2].[Fe]>[C:4]1([CH:2]([OH:3])[CH3:1])[C:13]2[C:8](=[CH:9][CH:10]=[CH:11][CH:12]=2)[CH:7]=[CH:6][CH:5]=1 |f:1.2,4.5.6.7.8.9|. Procedure: Tris(triphenylphosphine)ruthenium(II) chloride (3.8 mg, 4 μmol, 1 mol %) and a chiral ligand (M=Fe, R=Me, Ar=C6H5—, 2.6 μmol, 0.65 mol %) were dissolved in 1,4-dioxane (3 mL) under nitrogen atmosphere, and then heated and stirred for 2 h at 105° C. After the mixture was cooled to room temperature, 1-acetonaphthone (0.4 mmol), 1,4-dioxane (2 mL) and a solution of potassium t-butoxide in 1,4-dioxane (0.4 mL, 0.4 M) were added thereto. Thereafter, the reaction system was placed in an autoclave, and... Reactants: BrCCCCN1CSC2(C1=O)CCCC2 (3-(4-bromobutyl)-1-thia-3-azaspiro[4.4]-nonan-4-one), Cl.S1N=C(C2=C1C=CC=C2)N2CCNCC2 (1-(1,2-benzisothiazol-3-yl)piperazine hydrochloride), CO3, [Na+].[I-] (NaI). Run in C(C)#N (acetonitrile). Product: S1N=C(C2=C1C=CC=C2)N2CCN(CC2)CCCCN2CSC1(C2=O)CCCC1 (3-[4-[1-(1,2-Benzisothiazol-3-yl)-4-piperazinyl]butyl]-1-thia-3-azaspiro[4.4]nonan-4-one). Yield: 33.9%. RXN SMILES: Br[CH2:2][CH2:3][CH2:4][CH2:5][N:6]1[C:10](=[O:11])[C:9]2([CH2:15][CH2:14][CH2:13][CH2:12]2)[S:8][CH2:7]1.Cl.[S:17]1[C:21]2[CH:22]=[CH:23][CH:24]=[CH:25][C:20]=2[C:19]([N:26]2[CH2:31][CH2:30][NH:29][CH2:28][CH2:27]2)=[N:18]1.[Na+].[I-]>C(#N)C>[S:17]1[C:21]2[CH:22]=[CH:23][CH:24]=[CH:25][C:20]=2[C:19]([N:26]2[CH2:27][CH2:28][N:29]([CH2:2][CH2:3][CH2:4][CH2:5][N:6]3[C:10](=[O:11])[C:9]4([CH2:15][CH2:14][CH2:13][CH2:12]4)[S:8][CH2:7]3)[CH2:30][CH2:31]2)=[N:18]1 |f:1.2,3.4|. Procedure details: A mixture of 3-(4-bromobutyl)-1-thia-3-azaspiro[4.4]-nonan-4-one (4.50 g), 1-(1,2-benzisothiazol-3-yl)piperazine hydrochloride (4.33 g), K2 CO3 (7.45 g) and NaI (560 mg), in acetonitrile (220 ml) was heated at 65° C. for 14.5 hours and the product was processed in substantially the same manner as in Example 10 to afford 2.25 g of crystals, m.p. 200°-203° C. Starting materials: C1=CC=CC=2SC3=CC=CC=C3NC12 (phenothiazine), C(C)(=O)Cl (acetyl chloride). The solvent is C1(=CC=CC=C1)C (toluene). Conditions: temperature 50 celsius, time 1 hour. The product is C(C)(=O)N1C2=CC=CC=C2SC=2C=CC=CC12 (10-acetyl-10H-phenothiazine). As a reaction SMILES: [CH:1]1[C:14]2[NH:13][C:12]3[C:7](=[CH:8][CH:9]=[CH:10][CH:11]=3)[S:6][C:5]=2[CH:4]=[CH:3][CH:2]=1.[C:15](Cl)(=[O:17])[CH3:16]>C1(C)C=CC=CC=1>[C:15]([N:13]1[C:14]2[CH:1]=[CH:2][CH:3]=[CH:4][C:5]=2[S:6][C:7]2[C:12]1=[CH:11][CH:10]=[CH:9][CH:8]=2)(=[O:17])[CH3:16]. Procedure details: 20 g (0.1 mol) of phenothiazine followed by 14.3 ml (2 eq.) of acetyl chloride are added to a 500 ml flask containing 200 ml of toluene. The heterogeneous reaction mixture is stirred for 1 hour at 50° C. After concentration to dryness, the precipitate is taken up in a minimum of isopentane and filtered. After drying, 24 g of a beige solid is obtained with a quantitative yield. Melting point: 210-211° C. Reactants: COC1=C(C=CC=C1OC1=C(C=CC=C1)C)CC#N (2-[2-methoxy-3-(o-tolyloxy)phenyl]acetonitrile), [H-].[Na+] (sodium hydride), CN(C=O)C (dimethylformamide), CN(C=O)C (dimethylformamide), O (water), CI (Methyl iodide). Reaction conditions: time 30 minute. Product: COC1=C(C=CC=C1OC1=C(C=CC=C1)C)C(C#N)(C)C (2-[2-methoxy-3-(o-tolyloxy)phenyl]-2,2-dimethylacetonitrile). Reaction SMILES: [CH3:1][O:2][C:3]1[C:8]([O:9][C:10]2[CH:15]=[CH:14][CH:13]=[CH:12][C:11]=2[CH3:16])=[CH:7][CH:6]=[CH:5][C:4]=1[CH2:17][C:18]#N.[H-].[Na+].[CH3:22]I.O.C[N:26]([CH3:29])C=O>>[CH3:1][O:2][C:3]1[C:8]([O:9][C:10]2[CH:15]=[CH:14][CH:13]=[CH:12][C:11]=2[CH3:16])=[CH:7][CH:6]=[CH:5][C:4]=1[C:17]([CH3:18])([CH3:22])[C:29]#[N:26] |f:1.2|. Reported procedure: A solution of 2-[2-methoxy-3-(o-tolyloxy)phenyl]acetonitrile (5.2 g) in dimethylformamide (10 ml) was added dropwise to a mixture of 50% sodium hydride (1.1 g) and dimethylformamide (20 ml) below 7° C. in 10 minutes and stirred at the same temperature for 30 minutes. Methyl iodide (6.2 g) was added dropwise to the mixture below 7° C. in 15 minutes and stirred at the same temperature for an hour. Chilled water (200 ml) was added to the reaction mixture, and the mixture was extracted with diethyl ... The reactants are O (water), BrC1=CC=C(COC=2C(=NC(=CC2)C)CCN)C=C1 (2-{3-[(4-bromobenzyl)oxy]-6-methyl-2-pyridinyl}ethylamine), C(=O)C1=CC=C(C(=O)OC)C=C1 (methyl 4-formylbenzoate), solid, [BH4-].[Na+] (NaBH4). Run in C(C)O (ethanol). Reaction conditions: time 2 hour. Product: BrC1=CC=C(COC=2C(=NC(=CC2)C)CCNCC2=CC=C(C(=O)OC)C=C2)C=C1 (Methyl 4-{[(2-{3-[(4-bromobenzyl)oxy]-6-methyl-2-pyridinyl}ethyl)amino]methyl}benzoate). Isolated yield 35.7%. Reaction SMILES: [Br:1][C:2]1[CH:19]=[CH:18][C:5]([CH2:6][O:7][C:8]2[C:9]([CH2:15][CH2:16][NH2:17])=[N:10][C:11]([CH3:14])=[CH:12][CH:13]=2)=[CH:4][CH:3]=1.[CH:20]([C:22]1[CH:31]=[CH:30][C:25]([C:26]([O:28][CH3:29])=[O:27])=[CH:24][CH:23]=1)=O.[BH4-].[Na+].O>C(O)C>[Br:1][C:2]1[CH:19]=[CH:18][C:5]([CH2:6][O:7][C:8]2[C:9]([CH2:15][CH2:16][NH:17][CH2:20][C:22]3[CH:31]=[CH:30][C:25]([C:26]([O:28][CH3:29])=[O:27])=[CH:24][CH:23]=3)=[N:10][C:11]([CH3:14])=[CH:12][CH:13]=2)=[CH:4][CH:3]=1 |f:2.3|. Procedure: A solution of 675 mg (2.10 mmol) of 2-{3-[(4-bromobenzyl)oxy]-6-methyl-2-pyridinyl}ethylamine and 345 mg (2.10 mmol) of methyl 4-formylbenzoate in 5 ml of ethanol is heated at reflux for two hours. The solvent is then removed under reduced pressure and the resulting residue is dissolved in 5 ml of methanol. A total of 159 mg (4.21 mmol) of solid NaBH4 are added a little at a time. After two hours of stirring at room temperature, the mixture is poured into water and extracted with ethyl acetate. ... Starting materials: CCCCCC(CCCC(CCCCCCC(=O)OCC)C(=O)Cl)OC(C)=O, [K+], C=[N+]=[N-], [OH-]. The product is CCCCCC(CCCC(CCCCCCC(=O)OCC)C(=O)C=[N+]=[N-])OC(C)=O. RXN SMILES: [Cl:6][C:7](=[O:8])[CH:9]([CH2:10][CH2:11][CH2:12][CH2:13][CH2:14][CH2:15][C:16](=[O:17])[O:18][CH2:19][CH3:20])[CH2:21][CH2:22][CH2:23][CH:24]([CH2:25][CH2:26][CH2:27][CH2:28][CH3:29])[O:30][C:31]([CH3:32])=[O:33].[K+:5].[N+:1](=[N-:2])=[CH2:3].[OH-:4]>>[N+:1](=[N-:2])=[CH:3][C:7](=[O:8])[CH:9]([CH2:10][CH2:11][CH2:12][CH2:13][CH2:14][CH2:15][C:16](=[O:17])[O:18][CH2:19][CH3:20])[CH2:21][CH2:22][CH2:23][CH:24]([CH2:25][CH2:26][CH2:27][CH2:28][CH3:29])[O:30][C:31]([CH3:32])=[O:33].